This data is from the Open Reaction Database (ORD), a public repository of structured organic reaction records. The task is: describe an organic reaction: reactants, conditions, products, and yield The product is CC1(C)CC(c2cccc(NS(=O)(=O)c3ccccc3F)c2)Nc2ccc(Cl)cc21. Reaction SMILES: [Cl:1][c:2]1[cH:3][c:4]2[c:9]([cH:10][cH:11]1)[NH:8][CH:7]([c:12]1[cH:13][c:14]([NH2:18])[cH:15][cH:16][cH:17]1)[CH2:6][C:5]2([CH3:19])[CH3:20].[F:21][c:22]1[c:23]([S:28](=[O:29])(=[O:30])[Cl:31])[cH:24][cH:25][cH:26][cH:27]1.[cH:32]1[cH:33][cH:34][n:35][cH:36][cH:37]1>>[Cl:1][c:2]1[cH:3][c:4]2[c:9]([cH:10][cH:11]1)[NH:8][CH:7]([c:12]1[cH:13][c:14]([NH:18][S:28]([c:23]3[c:22]([F:21])[cH:27][cH:26][cH:25][cH:24]3)(=[O:29])=[O:30])[cH:15][cH:16][cH:17]1)[CH2:6][C:5]2([CH3:19])[CH3:20]. Starting materials: CC1(C)CC(c2cccc(N)c2)Nc2ccc(Cl)cc21, O=S(=O)(Cl)c1ccccc1F, c1ccncc1. The reactants are O=C(n1ccnc1)n1ccnc1, C1CCNCC1, O=C(O)Cn1c(-c2ccc(Cl)cc2)nc2cccnc21, C1CCOC1, O. The product is O=C(Cn1c(-c2ccc(Cl)cc2)nc2cccnc21)N1CCCCC1. As a reaction SMILES: [C:21]([n:22]1[cH:23][cH:24][n:25][cH:26]1)([n:27]1[cH:28][cH:29][n:30][cH:31]1)=[O:32].[CH2:33]1[CH2:34][CH2:35][NH:36][CH2:37][CH2:38]1.[Cl:1][c:2]1[cH:3][cH:4][c:5](-[c:8]2[n:9][c:10]3[c:11]([n:12][cH:13][cH:14][cH:15]3)[n:16]2[CH2:17][C:18](=[O:19])[OH:20])[cH:6][cH:7]1.[O:40]1[CH2:41][CH2:42][CH2:43][CH2:44]1.[OH2:39]>>[Cl:1][c:2]1[cH:3][cH:4][c:5](-[c:8]2[n:9][c:10]3[c:11]([n:12][cH:13][cH:14][cH:15]3)[n:16]2[CH2:17][C:18](=[O:20])[N:36]2[CH2:35][CH2:34][CH2:33][CH2:38][CH2:37]2)[cH:6][cH:7]1. Reactants: FC1=C(C=C(C(=C1)F)C(F)(F)F)Br (2,4-Difluoro-5-(trifluoromethyl)bromobenzene), C(CCC)[Sn](C1=NC=CC=C1)(CCCC)CCCC (2-tributylstannylpyridine), xylenes. The reagents and catalysts are C1=CC=C(C=C1)P(C2=CC=CC=C2)C3=CC=CC=C3.C1=CC=C(C=C1)P(C2=CC=CC=C2)C3=CC=CC=C3.Cl[Pd]Cl (Bis(triphenylphosphine)palladium(II)chloride). Product: FC1=C(C=C(C(=C1)F)C(F)(F)F)C1=NC=CC=C1 (2-(2,4-difluoro-5-trifluoromethylphenyl)pyridine). As a reaction SMILES: [F:1][C:2]1[CH:7]=[C:6]([F:8])[C:5]([C:9]([F:12])([F:11])[F:10])=[CH:4][C:3]=1Br.C([Sn](CCCC)(CCCC)[C:19]1[CH:24]=[CH:23][CH:22]=[CH:21][N:20]=1)CCC>C1C=CC(P(C2C=CC=CC=2)C2C=CC=CC=2)=CC=1.C1C=CC(P(C2C=CC=CC=2)C2C=CC=CC=2)=CC=1.Cl[Pd]Cl>[F:1][C:2]1[CH:7]=[C:6]([F:8])[C:5]([C:9]([F:12])([F:11])[F:10])=[CH:4][C:3]=1[C:19]1[CH:24]=[CH:23][CH:22]=[CH:21][N:20]=1 |f:2.3.4|. Procedure: 2,4-Difluoro-5-(trifluoromethyl)bromobenzene (2.0 g, 7.7 mmol), 2-tributylstannylpyridine, and Bis(triphenylphosphine)palladium(II)chloride (0.16 g, 0.23 mmol) were added to 50 mL. xylenes and the mixture was heated to reflux for 16 hours. The reaction mixture was filtered through a silica gel plug and then purified with column chromatography to give 2-(2,4-difluoro-5-trifluoromethylphenyl)pyridine (1.4 g, 5.4 mmol). The product was confirmed by Mass Spectroscopy and 1H NMR.